From a dataset of the Open Reaction Database (ORD), a public repository of structured organic reaction records. describe an organic reaction: reactants, conditions, products, and yield Starting materials: ClC=1N=C(C(=NC1)N)C1=C(C=C(C=C1)Cl)Cl (5-Chloro-3-(2,4-dichlorophenyl)-2-pyrazineamine), ClC(C(=O)OC)C(CC)=O (methyl 2-chloro-3-oxopentanoate). Conditions: temperature 170 celsius. The product is COC(=O)C1=C(N=C2N1C=C(N=C2C2=C(C=C(C=C2)Cl)Cl)Cl)CC (6-Chloro-8-(2,4-dichlorophenyl)-2-ethylimidazo[1,2-a]pyrazine-3-carboxylic Acid Methyl Ester). As a reaction SMILES: [Cl:1][C:2]1[N:3]=[C:4]([C:9]2[CH:14]=[CH:13][C:12]([Cl:15])=[CH:11][C:10]=2[Cl:16])[C:5]([NH2:8])=[N:6][CH:7]=1.Cl[CH:18]([C:23](=O)[CH2:24][CH3:25])[C:19]([O:21][CH3:22])=[O:20]>>[CH3:22][O:21][C:19]([C:18]1[N:6]2[CH:7]=[C:2]([Cl:1])[N:3]=[C:4]([C:9]3[CH:14]=[CH:13][C:12]([Cl:15])=[CH:11][C:10]=3[Cl:16])[C:5]2=[N:8][C:23]=1[CH2:24][CH3:25])=[O:20]. Reported procedure: 5-Chloro-3-(2,4-dichlorophenyl)-2-pyrazineamine (1.1 g, 4.0 mmol) and methyl 2-chloro-3-oxopentanoate (5.7 mL) were mixed, and the mixture was heated under stirring at 170° C. 3 hours. After being allowed to cool, the reaction mixture was purified by silica gel column chromatography (n-hexane:ethyl acetate=20:1), and the resulting residue was washed with hexane to give the title compound (0.56 g) as pale yellow crystals. The solvent is CO (methanol). Reported procedure: Methyl 4-methoxy-3-thiophenecarboxylate (50.8 g, 0.295 mol) was refluxed with hydrazine hydrate (30 ml) in methanol (250 ml) overnight. The solvent was evaporated and the residue was diluted with water (300 ml) and extracted with dichloromethane (5×100 ml). The dichloromethane extracts were dried over sodium sulfate, filtered and evaporated under reduced pressure to give the title compound as an off white solid, 49.5 g, m.p. 91°-92°. The product is COC=1C(=CSC1)C(=O)NN (4-Methoxy-3-thiophenecarboxylic acid hydrazide). As a reaction SMILES: [CH3:1][O:2][C:3]1[C:4]([C:8]([O:10]C)=O)=[CH:5][S:6][CH:7]=1.O.[NH2:13][NH2:14]>CO>[CH3:1][O:2][C:3]1[C:4]([C:8]([NH:13][NH2:14])=[O:10])=[CH:5][S:6][CH:7]=1 |f:1.2|. Reactants: COC=1C(=CSC1)C(=O)OC (Methyl 4-methoxy-3-thiophenecarboxylate), O.NN (hydrazine hydrate). Product: C=C1CCC(CC1)C(=O)OCC (Ethyl 4-methylenecyclohexanecarboxylate). The reactants are O=C1CCC(CC1)C(=O)OCC (Ethyl 4-oxocyclohexanecarboxylate), C(CCC)[Li] (n-butyllithium). The solvent is C1CCOC1 (THF), C1CCOC1 (THF). Reported procedure: To a solution of (methyl)triphenylphosphonium bromide (5.18 g, 14.51 mmol) in THF (50 mL) at 0° C. was added n-butyllithium (9.07 mL, 14.51 mmol). The reaction mixture was stirred at 0° C. for 30 min. Ethyl 4-oxocyclohexanecarboxylate (1.9 g, 11.16 mmol) in THF (8 mL) was then added at 0° C. and the reaction was warmed to rt and stirred for 2 h. The reaction was quenched with sat′d aq. NH4Cl and diluted with EtOAc. The organic layer was washed with water and brine, dried over MgSO4, filtered, an... Reagents/catalysts: [Br-].C[P+](C1=CC=CC=C1)(C1=CC=CC=C1)C1=CC=CC=C1 ((methyl)triphenylphosphonium bromide). Reaction conditions: temperature 0 celsius, time 30 minute. As a reaction SMILES: [CH2:1]([Li])[CH2:2][CH2:3][CH3:4].O=C1CC[CH:10]([C:13]([O:15][CH2:16][CH3:17])=[O:14])[CH2:9][CH2:8]1>[Br-].C[P+](C1C=CC=CC=1)(C1C=CC=CC=1)C1C=CC=CC=1.C1COCC1>[CH2:4]=[C:3]1[CH2:8][CH2:9][CH:10]([C:13]([O:15][CH2:16][CH3:17])=[O:14])[CH2:1][CH2:2]1 |f:2.3|. The yield is 84.2%. Reactants: Cc1ccccc1, OC(c1cccs1)c1cnc(Oc2ccccc2Cl)nc1Cl, O=[Mn]=O. Yields the product O=C(c1cccs1)c1cnc(Oc2ccccc2Cl)nc1Cl. As a reaction SMILES: [CH3:23][c:24]1[cH:25][cH:26][cH:27][cH:28][cH:29]1.[Cl:1][c:2]1[n:3][c:4]([O:15][c:16]2[c:17]([Cl:22])[cH:18][cH:19][cH:20][cH:21]2)[n:5][cH:6][c:7]1[CH:8]([OH:9])[c:10]1[s:11][cH:12][cH:13][cH:14]1.[O:30]=[Mn:31]=[O:32]>>[Cl:1][c:2]1[n:3][c:4]([O:15][c:16]2[c:17]([Cl:22])[cH:18][cH:19][cH:20][cH:21]2)[n:5][cH:6][c:7]1[C:8](=[O:9])[c:10]1[s:11][cH:12][cH:13][cH:14]1. The reactants are ClC1=CC(=CC=C1)C(=O)OO (m-chloroperbenzoic acid), C(=O)NC=1SC=C(N1)C(C(=O)NC1[C@@H]2N(C(C=CS2)C(=O)OC(COC(C)C)COC(C)C)C1=O)=NOC (2-isopropoxy-1-isopropoxymethylethyl 7-[2-(2-formamidothiazol-4-yl)-2-methoxyiminoacetamido]-2-cephem-4-carboxylate), CSC (Dimethylsulfide), resultant mixture. The solvent is C(Cl)Cl (methylene chloride), C(Cl)Cl (methylene chloride). Conditions: time 20 minute. Product: C(=O)NC=1SC=C(N1)C(C(=O)NC1[C@@H]2N(C(=CCS2=O)C(=O)OC(COC(C)C)COC(C)C)C1=O)=NOC (2-isopropoxy-1-isopropoxymethylethyl 7-[2-(2-formamidothiazol-4-yl)-2-methoxyiminoacetamido]-3-cephem-4-carboxylate-1-oxide). Reaction SMILES: ClC1C=CC=C(C(OO)=[O:9])C=1.[CH:12]([NH:14][C:15]1[S:16][CH:17]=[C:18]([C:20](=[N:47][O:48][CH3:49])[C:21]([NH:23][CH:24]2[C:45](=[O:46])[N:26]3[CH:27]([C:31]([O:33][CH:34]([CH2:40][O:41][CH:42]([CH3:44])[CH3:43])[CH2:35][O:36][CH:37]([CH3:39])[CH3:38])=[O:32])[CH:28]=[CH:29][S:30][C@H:25]23)=[O:22])[N:19]=1)=[O:13].CSC>C(Cl)Cl>[CH:12]([NH:14][C:15]1[S:16][CH:17]=[C:18]([C:20](=[N:47][O:48][CH3:49])[C:21]([NH:23][CH:24]2[C:45](=[O:46])[N:26]3[C:27]([C:31]([O:33][CH:34]([CH2:35][O:36][CH:37]([CH3:38])[CH3:39])[CH2:40][O:41][CH:42]([CH3:43])[CH3:44])=[O:32])=[CH:28][CH2:29][S:30](=[O:9])[C@H:25]23)=[O:22])[N:19]=1)=[O:13]. Procedure details: A solution of m-chloroperbenzoic acid (70% purity: 3.2 g) in methylene chloride (50 ml) was dropwise added to a stirred solution of 2-isopropoxy-1-isopropoxymethylethyl 7-[2-(2-formamidothiazol-4-yl)-2-methoxyiminoacetamido]-2-cephem-4-carboxylate (syn isomer, 7.5 g) in methylene chloride (75 ml) at 2° to 5° C. over 25 minutes, and stirred at 0° to 5° C. for 20 minutes. Dimethylsulfide (1 ml) was added to the resultant mixture. The resultant mixture was washed with an aqueous solution of sodium ... Starting materials: C1CCOC1, [Cl-], COC(=O)c1ccc(Cl)nc1, OCc1c(-c2ccc(F)c(F)c2)noc1C=Cc1ccccc1, [H-], [NH4+], [Na+], O. Yields the product COC(=O)c1ccc(OCc2c(-c3ccc(F)c(F)c3)noc2C=Cc2ccccc2)nc1. RXN SMILES: [CH2:39]1[O:40][CH2:41][CH2:42][CH2:43]1.[Cl-:37].[Cl:26][c:27]1[n:28][cH:29][c:30]([C:31](=[O:32])[O:33][CH3:34])[cH:35][cH:36]1.[F:3][c:4]1[cH:5][c:6](-[c:11]2[n:12][o:13][c:14]([CH:18]=[CH:19][c:20]3[cH:21][cH:22][cH:23][cH:24][cH:25]3)[c:15]2[CH2:16][OH:17])[cH:7][cH:8][c:9]1[F:10].[H-:1].[NH4+:38].[Na+:2].[OH2:44]>>[F:3][c:4]1[cH:5][c:6](-[c:11]2[n:12][o:13][c:14]([CH:18]=[CH:19][c:20]3[cH:21][cH:22][cH:23][cH:24][cH:25]3)[c:15]2[CH2:16][O:17][c:27]2[n:28][cH:29][c:30]([C:31](=[O:32])[O:33][CH3:34])[cH:35][cH:36]2)[cH:7][cH:8][c:9]1[F:10]. Reactants: FC1=C(C=C(C=C1)[N+](=O)[O-])C (1-fluoro-2-methyl-4-nitrobenzene), N1(C=NC=C1)CCCN (3-imidazol-1-ylpropylamine). Conditions: temperature 96 celsius. Yields the product N1(C=NC=C1)CCCNC1=C(C=C(C=C1)[N+](=O)[O-])C ((3-Imidazol-1-ylpropyl)-(2-methyl-4-nitrophenyl)amine). The yield is 44.2%. RXN SMILES: F[C:2]1[CH:7]=[CH:6][C:5]([N+:8]([O-:10])=[O:9])=[CH:4][C:3]=1[CH3:11].[N:12]1([CH2:17][CH2:18][CH2:19][NH2:20])[CH:16]=[CH:15][N:14]=[CH:13]1>>[N:12]1([CH2:17][CH2:18][CH2:19][NH:20][C:2]2[CH:7]=[CH:6][C:5]([N+:8]([O-:10])=[O:9])=[CH:4][C:3]=2[CH3:11])[CH:16]=[CH:15][N:14]=[CH:13]1. Procedure details: Starting with 31.2 g (0.2 mol) of 1-fluoro-2-methyl-4-nitrobenzene and 37.5 g (0.3 mol) of 3-imidazol-1-ylpropylamine, and after purification by recrystallization from refluxing 96° C. ethanol, 23.0 g of orange-yellow crystals melting at 163° C. (Kofler) were obtained, the elemental analysis of which, calculated for C13H16N4O2.¼H2O, was: